Dataset: the Open Reaction Database (ORD), a public repository of structured organic reaction records. Task: describe an organic reaction: reactants, conditions, products, and yield Starting materials: CCOC(=O)c1cn2c3c(c(C4CC4C(=O)OC(C)(C)C)c(F)cc3c1=O)OCC2C, O=C(O)C(F)(F)F. The product is CCOC(=O)c1cn2c3c(c(C4CC4C(=O)O)c(F)cc3c1=O)OCC2C. As a reaction SMILES: [C:8]([CH3:9])([CH3:10])([CH3:11])[O:12][C:13](=[O:14])[CH:15]1[CH:16]([c:18]2[c:19]([F:38])[cH:20][c:21]3[c:22]4[n:23]([cH:29][c:30]([C:33](=[O:34])[O:35][CH2:36][CH3:37])[c:31]3=[O:32])[CH:24]([CH3:28])[CH2:25][O:26][c:27]24)[CH2:17]1.[OH:1][C:2]([C:3]([F:4])([F:5])[F:6])=[O:7]>>[O:12]=[C:13]([OH:14])[CH:15]1[CH:16]([c:18]2[c:19]([F:38])[cH:20][c:21]3[c:22]4[n:23]([cH:29][c:30]([C:33](=[O:34])[O:35][CH2:36][CH3:37])[c:31]3=[O:32])[CH:24]([CH3:28])[CH2:25][O:26][c:27]24)[CH2:17]1. RXN SMILES: [NH2:1][C:2]1[CH:3]=[C:4]([CH:17]=[C:18]([N:20]([S:24]([CH3:27])(=[O:26])=[O:25])[CH2:21][CH2:22][CH3:23])[CH:19]=1)[C:5]([NH:7][C@@H:8]([C:10]1[CH:15]=[CH:14][C:13]([F:16])=[CH:12][CH:11]=1)[CH3:9])=[O:6].O.N([O-])=O.[Na+].[N-:33]=[N+:34]=[N-].[Na+]>C(O)(=O)C.CCOC(C)=O>[N:1]([C:2]1[CH:3]=[C:4]([CH:17]=[C:18]([N:20]([S:24]([CH3:27])(=[O:26])=[O:25])[CH2:21][CH2:22][CH3:23])[CH:19]=1)[C:5]([NH:7][C@@H:8]([C:10]1[CH:15]=[CH:14][C:13]([F:16])=[CH:12][CH:11]=1)[CH3:9])=[O:6])=[N+:33]=[N-:34] |f:2.3,4.5|. Reported procedure: To a solution of 0.2 g (0.5 mmol) 3-amino-N-[(1R)-1-(4-fluorophenyl)ethyl]-5-[(methylsulfonyl)(propyl)amino]benzamide (Intermediate XXI) in 4 mL acetic acid was added 1 mL water followed by 0.038 g (0.55 mmol) sodium nitrite. After 2 minutes 0.035 g (0.055 mmol) sodium azide was added resulting in gas evolution. The reaction mixture was stirred for 30 minutes then diluted with 75 mL EtOAc, washed with 50 mL water, 50 mL 4M NaOH, 50 mL brine, dried over MgSO4, filtered, and concentrated. Purifica... The product is N(=[N+]=[N-])C=1C=C(C(=O)N[C@H](C)C2=CC=C(C=C2)F)C=C(C1)N(CCC)S(=O)(=O)C (3-azido-N-[(1R)-1-(4-fluorophenyl)ethyl]-5-[(methylsulfonyl)(propyl)amino]benzamide). Starting materials: N(=O)[O-].[Na+] (sodium nitrite), [N-]=[N+]=[N-].[Na+] (sodium azide), NC=1C=C(C(=O)N[C@H](C)C2=CC=C(C=C2)F)C=C(C1)N(CCC)S(=O)(=O)C (3-amino-N-[(1R)-1-(4-fluorophenyl)ethyl]-5-[(methylsulfonyl)(propyl)amino]benzamide), NC=1C=C(C(=O)N[C@H](C)C2=CC=C(C=C2)F)C=C(C1)N(CCC)S(=O)(=O)C (3-amino-N-[(1R)-1-(4-fluorophenyl)ethyl]-5-[(methylsulfonyl)(propyl)amino]benzamide), O (water). Run at time 30 minute. Solvent: CCOC(=O)C (EtOAc), C(C)(=O)O (acetic acid). The reactants are BrC=1C=C(C=C(C1)[N+](=O)[O-])C(=O)NC=1OC(=NN1)C=1OC=CC1 (3-bromo-N-[5-(2-furyl)-1,3,4-oxadiazol-2-yl]-5-nitrobenzenecarboxamide), C(C)C1=CC=C(C=C1)C1=CC=C(C=C1)B(O)O (4′-ethyl-4-biphenylboronic acid). Product: C(C)C1=CC=C(C=C1)C1=CC=C(C=C1)C1=CC(=CC(=C1)[N+](=O)[O-])C(=O)NC=1OC(=NN1)C=1OC=CC1 (4″-Ethyl-N-[5-(2-furyl)-1,3,4-oxadiazol-2-yl]-5-nitro-3-(p-terphenyl)carboxamide). RXN SMILES: Br[C:2]1[CH:3]=[C:4]([C:11]([NH:13][C:14]2[O:15][C:16]([C:19]3[O:20][CH:21]=[CH:22][CH:23]=3)=[N:17][N:18]=2)=[O:12])[CH:5]=[C:6]([N+:8]([O-:10])=[O:9])[CH:7]=1.[CH2:24]([C:26]1[CH:31]=[CH:30][C:29]([C:32]2[CH:37]=[CH:36][C:35](B(O)O)=[CH:34][CH:33]=2)=[CH:28][CH:27]=1)[CH3:25]>>[CH2:24]([C:26]1[CH:31]=[CH:30][C:29]([C:32]2[CH:37]=[CH:36][C:35]([C:2]3[CH:7]=[C:6]([N+:8]([O-:10])=[O:9])[CH:5]=[C:4]([C:11]([NH:13][C:14]4[O:15][C:16]([C:19]5[O:20][CH:21]=[CH:22][CH:23]=5)=[N:17][N:18]=4)=[O:12])[CH:3]=3)=[CH:34][CH:33]=2)=[CH:28][CH:27]=1)[CH3:25]. Procedure details: The title compound was synthesized in accordance with the synthesis method of compound Ia-50, using 3-bromo-N-[5-(2-furyl)-1,3,4-oxadiazol-2-yl]-5-nitrobenzenecarboxamide prepared in Reference Example 37 instead of compound Ia-50 and using commercially available 4′-ethyl-4-biphenylboronic acid instead of 1-methyl-5-indoleboronic acid pinacol ester. Reactants: ClC1=C(C(=C(C=C1)C)F)OC1=CC=CC=C1 (1-chloro-3-fluoro-4-methyl-2-(phenyloxy)benzene), C1CC(=O)N(C1=O)Br (NBS), CC(C)(C#N)N=NC(C)(C)C#N (AIBN). Run in C(Cl)(Cl)(Cl)Cl (carbon tetrachloride). Product: BrCC1=C(C(=C(C=C1)Cl)OC1=CC=CC=C1)F (1-(bromomethyl)-4-chloro-2-fluoro-3-(phenyloxy)benzene). Isolated yield 8.7%. RXN SMILES: [Cl:1][C:2]1[CH:7]=[CH:6][C:5]([CH3:8])=[C:4]([F:9])[C:3]=1[O:10][C:11]1[CH:16]=[CH:15][CH:14]=[CH:13][CH:12]=1.C1C(=O)N([Br:24])C(=O)C1.CC(N=NC(C#N)(C)C)(C#N)C>C(Cl)(Cl)(Cl)Cl>[Br:24][CH2:8][C:5]1[CH:6]=[CH:7][C:2]([Cl:1])=[C:3]([O:10][C:11]2[CH:12]=[CH:13][CH:14]=[CH:15][CH:16]=2)[C:4]=1[F:9]. Reported procedure: A mixture of 1-chloro-3-fluoro-4-methyl-2-(phenyloxy)benzene (0.500 g, 2.113 mmol), NBS (0.414 g, 2.324 mmol) and AIBN (0.017 g, 0.106 mmol) in carbon tetrachloride (8 mL) was heated at reflux overnight. The reaction mixture was cooled to RT and filtered through Celite. The solvent was evaporated. Chromatography of the residue gave the desired product (0.058 g, 9%) as a white solid. 1H NMR (400 MHz, chloroform-d) δ ppm 7.27-7.35 (m, 3H), 7.18-7.27 (m, 2H), 7.05-7.11 (m, 1H), 6.89 (d, 2H), 4.30-4... Reactants: CS(=O)(=O)n1ccc2c1CC(c1ccccc1)CC2=O, CCO, Cl, Cl, N=C(N)NN, O. The product is CS(=O)(=O)n1ccc2c1CC(c1ccccc1)CC2=NNC(=N)N, Cl. RXN SMILES: [CH3:1][S:2](=[O:3])(=[O:4])[n:5]1[cH:6][cH:7][c:8]2[c:13]1[CH2:12][CH:11]([c:14]1[cH:15][cH:16][cH:17][cH:18][cH:19]1)[CH2:10][C:9]2=[O:20].[CH3:29][CH2:30][OH:31].[ClH:21].[ClH:27].[NH2:22][NH:23][C:24](=[NH:25])[NH2:26].[OH2:28]>>[CH3:1][S:2](=[O:3])(=[O:4])[n:5]1[cH:6][cH:7][c:8]2[c:13]1[CH2:12][CH:11]([c:14]1[cH:15][cH:16][cH:17][cH:18][cH:19]1)[CH2:10][C:9]2=[N:22][NH:23][C:24](=[NH:25])[NH2:26].[ClH:21]. Starting materials: N (ammonia), BrCC1=C(C=CC=C1)S(=O)(=O)Cl.BrCC1=CC=C(C=C1)S(=O)(=O)Cl (2-(bromomethyl)benzenesulfonyl chloride 4-(bromomethyl)benzenesulfonyl chloride). The solvent is O1CCCC1 (tetrahydrofuran), O1CCCC1 (tetrahydrofuran). The product is BrCC1=C(C=CC=C1)S(=O)(=O)N (2-(Bromomethyl)benzenesulfonamide). As a reaction SMILES: [NH3:1].[Br:2][CH2:3][C:4]1[CH:9]=[CH:8][CH:7]=[CH:6][C:5]=1[S:10](Cl)(=[O:12])=[O:11].BrCC1C=CC(S(Cl)(=O)=O)=CC=1>O1CCCC1>[Br:2][CH2:3][C:4]1[CH:9]=[CH:8][CH:7]=[CH:6][C:5]=1[S:10]([NH2:1])(=[O:12])=[O:11] |f:1.2|. Procedure details: A solution of ammonia (1.0 ml) in tetrahydrofuran (50 ml) at -78° was contacted dropwise with a solution of a 60/40 mixture of 2-(bromomethyl)benzenesulfonyl chloride/4-(bromomethyl)benzenesulfonyl chloride (4.52 g) in tetrahydrofuran (20 ml). The stirred mixture was allowed to warm to 0° and volatiles were removed in vacuo. The residue was contacted with water (50 ml) and extracted three times with ethyl acetate. Combined organic portions were washed with brine, dried, and evaporated to give 4....